This data is from the Open Reaction Database (ORD), a public repository of structured organic reaction records. The task is: describe an organic reaction: reactants, conditions, products, and yield Reaction SMILES: [C:1]([CH3:2])([CH3:3])([CH3:4])[c:5]1[cH:6][c:7]([OH:33])[c:8]([CH2:9][N:10]([C:11](=[O:12])[c:13]2[cH:14][cH:15][cH:16][c:17]3[cH:18][cH:19][nH:20][c:21]23)[CH2:22][CH2:23][c:24]2[cH:25][cH:26][c:27]([F:30])[cH:28][cH:29]2)[cH:31][cH:32]1.[C:36](=[O:37])([O-:38])[O-:39].[CH3:34][I:35].[CH3:42][C:43]#[N:44].[K+:40].[K+:41]>>[C:1]([CH3:2])([CH3:3])([CH3:4])[c:5]1[cH:6][c:7]([O:33][CH3:36])[c:8]([CH2:9][N:10]([C:11](=[O:12])[c:13]2[cH:14][cH:15][cH:16][c:17]3[cH:18][cH:19][nH:20][c:21]23)[CH2:22][CH2:23][c:24]2[cH:25][cH:26][c:27]([F:30])[cH:28][cH:29]2)[cH:31][cH:32]1. Product: COc1cc(C(C)(C)C)ccc1CN(CCc1ccc(F)cc1)C(=O)c1cccc2cc[nH]c12. The reactants are CC(C)(C)c1ccc(CN(CCc2ccc(F)cc2)C(=O)c2cccc3cc[nH]c23)c(O)c1, O=C([O-])[O-], CI, CC#N, [K+], [K+].